describe an organic reaction: reactants, conditions, products, and yield From a dataset of the Open Reaction Database (ORD), a public repository of structured organic reaction records. Reactants: C1(C=2C(C(N1)=O)=CC=CC2)=O (phthalimide), C1(=CC=CC=C1)P(C1=CC=CC=C1)C1=CC=CC=C1 (triphenylphosphine), N(=NC(=O)OC)C(=O)OC (dimethyl azodicarboxylate), FC=1C=CC2=C(C(=NCC=3N2C(=NN3)CCO)C3=CC=CC=C3)C1 (8-fluoro-1-(2-hydroxyethyl)-6-phenyl-4H-s-triazolo[4,3-a][1,4]benzodiazepine). The solvent is O1CCOCC1 (dioxane). The product is FC=1C=CC2=C(C(=NCC=3N2C(=NN3)CCN3C(C=2C(C3=O)=CC=CC2)=O)C2=CC=CC=C2)C1 (8-fluoro-1-(2-phthalimidoethyl)-6-phenyl-4H-s-triazolo[4,3-a][1,4]benzodiazepine). RXN SMILES: [F:1][C:2]1[CH:3]=[CH:4][C:5]2[N:11]3[C:12]([CH2:15][CH2:16]O)=[N:13][N:14]=[C:10]3[CH2:9][N:8]=[C:7]([C:18]3[CH:23]=[CH:22][CH:21]=[CH:20][CH:19]=3)[C:6]=2[CH:24]=1.[C:25]1(=[O:35])[NH:29][C:28](=[O:30])[C:27]2=[CH:31][CH:32]=[CH:33][CH:34]=[C:26]12.C1(P(C2C=CC=CC=2)C2C=CC=CC=2)C=CC=CC=1.N(C(OC)=O)=NC(OC)=O>O1CCOCC1>[F:1][C:2]1[CH:3]=[CH:4][C:5]2[N:11]3[C:12]([CH2:15][CH2:16][N:29]4[C:25](=[O:35])[C:26]5=[CH:34][CH:33]=[CH:32][CH:31]=[C:27]5[C:28]4=[O:30])=[N:13][N:14]=[C:10]3[CH2:9][N:8]=[C:7]([C:18]3[CH:19]=[CH:20][CH:21]=[CH:22][CH:23]=3)[C:6]=2[CH:24]=1. Procedure: In the manner given in Example 2, 8-fluoro-1-(2-hydroxyethyl)-6-phenyl-4H-s-triazolo[4,3-a][1,4]benzodiazepine in dioxane is treated with phthalimide, triphenylphosphine and subsequently with dimethyl azodicarboxylate to give 8-fluoro-1-(2-phthalimidoethyl)-6-phenyl-4H-s-triazolo[4,3-a][1,4]benzodiazepine.